Dataset: the Open Reaction Database (ORD), a public repository of structured organic reaction records. Task: describe an organic reaction: reactants, conditions, products, and yield Starting materials: FC1=CC=C(C=C1)C=1C2=C(SC1)C=C(C=C2)O (3-(4-Fluoro-phenyl)-benzo[b]thiophen-6-ol), BrCCCBr (1,3-dibromopropane). Product: BrCCCOC=1C=CC2=C(SC=C2C2=CC=C(C=C2)F)C1 (6-(3-Bromo-propoxy)-3-(4-fluoro-phenyl)-benzo[b]thiophene). As a reaction SMILES: [F:1][C:2]1[CH:7]=[CH:6][C:5]([C:8]2[C:9]3[CH:16]=[CH:15][C:14]([OH:17])=[CH:13][C:10]=3[S:11][CH:12]=2)=[CH:4][CH:3]=1.[Br:18][CH2:19][CH2:20][CH2:21]Br>>[Br:18][CH2:19][CH2:20][CH2:21][O:17][C:14]1[CH:15]=[CH:16][C:9]2[C:8]([C:5]3[CH:6]=[CH:7][C:2]([F:1])=[CH:3][CH:4]=3)=[CH:12][S:11][C:10]=2[CH:13]=1. Reported procedure: In analogy to example 27.1, 3-(4-Fluoro-phenyl)-benzo[b]thiophen-6-ol and 1,3-dibromopropane were converted to yield 6-(3-Bromo-propoxy)-3-(4-fluoro-phenyl)-benzo[b]thiophene, MS: 364 (M, 1Br). Starting materials: C(C)(=O)[O-].[NH4+] (Ammonium acetate), CC(CC(CNC(=O)C1(NC(CC1)=O)CC1=CC=C(C=C1)C1=NC=C(C=C1)F)=O)(CC)C (N-(4,4-dimethyl-2-oxohexyl)-2-[4-(5-fluoropyridin-2-yl)benzyl]-5-oxopyrrolidine-2-carboxamide). Solvent: xylenes. Conditions: temperature 160 celsius, time 1 hour. Yields the product CC(CC=1N=C(NC1)C1(CCC(N1)=O)CC1=CC=C(C=C1)C1=NC=C(C=C1)F)(CC)C (5-[4-(2,2-dimethylbutyl)-1H-imidazol-2-yl]-5-[4-(5-fluoropyridin-2-yl)benzyl]pyrrolidin-2-one). RXN SMILES: C([O-])(=O)C.[NH4+:5].[CH3:6][C:7]([CH3:37])([CH2:35][CH3:36])[CH2:8][C:9](=O)[CH2:10][NH:11][C:12]([C:14]1([CH2:20][C:21]2[CH:26]=[CH:25][C:24]([C:27]3[CH:32]=[CH:31][C:30]([F:33])=[CH:29][N:28]=3)=[CH:23][CH:22]=2)[CH2:18][CH2:17][C:16](=[O:19])[NH:15]1)=O>>[CH3:6][C:7]([CH3:37])([CH2:35][CH3:36])[CH2:8][C:9]1[N:5]=[C:12]([C:14]2([CH2:20][C:21]3[CH:26]=[CH:25][C:24]([C:27]4[CH:32]=[CH:31][C:30]([F:33])=[CH:29][N:28]=4)=[CH:23][CH:22]=3)[NH:15][C:16](=[O:19])[CH2:17][CH2:18]2)[NH:11][CH:10]=1 |f:0.1|. Procedure: Ammonium acetate (1.18 g, 15.4 mmol) was added to an ambient temperature solution of N-(4,4-dimethyl-2-oxohexyl)-2-[4-(5-fluoropyridin-2-yl)benzyl]-5-oxopyrrolidine-2-carboxamide in xylenes (minimal volume). After stirring in a sealed tube at 160° C. for 1 hr, the reaction mixture was partitioned between ethyl acetate and saturated aqueous sodium bicarbonate. The aqueous phase was extracted with ethyl acetate. The combined organic extracts were washed with brine, dried (sodium sulfate) and conce... Reactants: C1CCOC1, COC(=O)C(CC=Cc1ccc(C2(OC)CCOCC2)cc1)NC(=O)c1c(Cl)cccc1Cl, [Na+], [OH-]. The product is COC1(c2ccc(C=CCC(NC(=O)c3c(Cl)cccc3Cl)C(=O)O)cc2)CCOCC1. RXN SMILES: [CH2:36]1[O:37][CH2:38][CH2:39][CH2:40]1.[CH3:3][O:4][C:5]([CH:6]([CH2:7][CH:8]=[CH:9][c:10]1[cH:11][cH:12][c:13]([C:16]2([O:22][CH3:23])[CH2:17][CH2:18][O:19][CH2:20][CH2:21]2)[cH:14][cH:15]1)[NH:24][C:25]([c:26]1[c:27]([Cl:33])[cH:28][cH:29][cH:30][c:31]1[Cl:32])=[O:34])=[O:35].[Na+:2].[OH-:1]>>[O:4]=[C:5]([CH:6]([CH2:7][CH:8]=[CH:9][c:10]1[cH:11][cH:12][c:13]([C:16]2([O:22][CH3:23])[CH2:17][CH2:18][O:19][CH2:20][CH2:21]2)[cH:14][cH:15]1)[NH:24][C:25]([c:26]1[c:27]([Cl:33])[cH:28][cH:29][cH:30][c:31]1[Cl:32])=[O:34])[OH:35]. Starting materials: C(=O)=O (CO2), stainless steel, C[O-].[K+] (potassium methoxide), CO (methanol), CO (methanol). The solvent is O (H2O). Yields the product C(=O)=O (CO2), C(=O)OC (methyl formate), COC (dimethyl ether). The yield is 0.1%. Reaction SMILES: [C:1](=[O:3])=[O:2].[CH3:4][O-:5].[K+].[CH3:7][OH:8]>[Cr]([O-])([O-])=O.[Cu+2].O>[C:1](=[O:3])=[O:2].[CH:4]([O:8][CH3:7])=[O:5].[CH3:4][O:3][CH3:1] |f:1.2,4.5|. Reagents/catalysts: [Cr](=O)([O-])[O-].[Cu+2] (copper chromite). Reaction conditions: time 16 hour. Reported procedure: Synthesis gas having an inlet composition of 66.6% H2, 33.3% CO and 0.1% CO2 was fed to a 300 cc. stainless steel autoclave charged with 3 gms. copper chromite (containing 31.1% copper and 29% chromium), 0.5 gms. potassium methoxide and 150 cc. methanol, reduced in situ using a stream of pure H2 flowing at 25 cc./min. for 16 hours at 170° C. Both catalysts were added separately in the powder form. The reactor was pressurized to 910 psig. and the temperature was adjusted to 150° C., using a tempe... Starting materials: Cc1nn(-c2ccccn2)c2[nH]c3ccccc3c(=O)c12, CN(C)C=O, [H-], CCI, [Na+], O. Product: CCOc1c2ccccc2nc2c1c(C)nn2-c1ccccn1. RXN SMILES: [CH3:1][c:2]1[n:3][n:4](-[c:16]2[n:17][cH:18][cH:19][cH:20][cH:21]2)[c:5]2[nH:6][c:7]3[cH:8][cH:9][cH:10][cH:11][c:12]3[c:13](=[O:15])[c:14]12.[CH3:28][N:29]([CH3:30])[CH:31]=[O:32].[H-:22].[I:24][CH2:25][CH3:26].[Na+:23].[OH2:27]>>[CH3:1][c:2]1[n:3][n:4](-[c:16]2[n:17][cH:18][cH:19][cH:20][cH:21]2)[c:5]2[n:6][c:7]3[cH:8][cH:9][cH:10][cH:11][c:12]3[c:13]([O:15][CH2:25][CH3:26])[c:14]12. The reactants are CN1C(=O)c2c(nn(Cc3ccc(-c4cccc(F)n4)cc3)c2Sc2ccccc2)N2C1=NC1CCCC12, CO, CC#N. The product is CN1C(=O)c2c(nn(Cc3ccc(-c4cccc(F)n4)cc3)c2S(=O)c2ccccc2)N2C1=NC1CCCC12. RXN SMILES: [CH3:1][N:2]1[C:3]2=[N:35][CH:34]3[CH:33]([N:4]2[c:5]2[c:6]([c:9]([S:26][c:27]4[cH:28][cH:29][cH:30][cH:31][cH:32]4)[n:10]([CH2:12][c:13]4[cH:14][cH:15][c:16](-[c:19]5[n:20][c:21]([F:25])[cH:22][cH:23][cH:24]5)[cH:17][cH:18]4)[n:11]2)[C:7]1=[O:8])[CH2:38][CH2:37][CH2:36]3.[CH3:39][OH:40].[CH3:41][C:42]#[N:43]>>[CH3:1][N:2]1[C:3]2=[N:35][CH:34]3[CH:33]([N:4]2[c:5]2[c:6]([c:9]([S:26]([c:27]4[cH:28][cH:29][cH:30][cH:31][cH:32]4)=[O:40])[n:10]([CH2:12][c:13]4[cH:14][cH:15][c:16](-[c:19]5[n:20][c:21]([F:25])[cH:22][cH:23][cH:24]5)[cH:17][cH:18]4)[n:11]2)[C:7]1=[O:8])[CH2:38][CH2:37][CH2:36]3. The reactants are BrP(Br)(c1ccccc1)(c1ccccc1)c1ccccc1, CCc1cc(CO)ccn1, ClCCl. Yields the product CCc1cc(CBr)ccn1. RXN SMILES: [Br:11][P:12]([Br:13])([c:14]1[cH:15][cH:16][cH:17][cH:18][cH:19]1)([c:20]1[cH:21][cH:22][cH:23][cH:24][cH:25]1)[c:26]1[cH:27][cH:28][cH:29][cH:30][cH:31]1.[CH2:1]([CH3:2])[c:3]1[n:4][cH:5][cH:6][c:7]([CH2:9][OH:10])[cH:8]1.[Cl:32][CH2:33][Cl:34]>>[CH2:1]([CH3:2])[c:3]1[n:4][cH:5][cH:6][c:7]([CH2:9][Br:11])[cH:8]1.